From a dataset of the Open Reaction Database (ORD), a public repository of structured organic reaction records. describe an organic reaction: reactants, conditions, products, and yield RXN SMILES: [CH3:18][S:19](=[O:20])(=[O:21])[c:22]1[cH:23][c:24]([C:34](=[O:35])[OH:36])[c:25](-[c:28]2[cH:29][cH:30][cH:31][cH:32][cH:33]2)[cH:26][cH:27]1.[F:1][C:2]([O:3][c:4]1[cH:5][cH:6][c:7]([N:10]2[CH2:11][CH2:12][NH:13][CH2:14][CH2:15]2)[cH:8][cH:9]1)([F:16])[F:17]>>[F:1][C:2]([O:3][c:4]1[cH:5][cH:6][c:7]([N:10]2[CH2:11][CH2:12][N:13]([C:34]([c:24]3[cH:23][c:22]([S:19]([CH3:18])(=[O:20])=[O:21])[cH:27][cH:26][c:25]3-[c:28]3[cH:29][cH:30][cH:31][cH:32][cH:33]3)=[O:35])[CH2:14][CH2:15]2)[cH:8][cH:9]1)([F:16])[F:17]. Starting materials: CS(=O)(=O)c1ccc(-c2ccccc2)c(C(=O)O)c1, FC(F)(F)Oc1ccc(N2CCNCC2)cc1. Yields the product CS(=O)(=O)c1ccc(-c2ccccc2)c(C(=O)N2CCN(c3ccc(OC(F)(F)F)cc3)CC2)c1.